The task is: describe an organic reaction: reactants, conditions, products, and yield. This data is from the Open Reaction Database (ORD), a public repository of structured organic reaction records. The reactants are O=C1C=CCCC=C1, CON, CCN(C(C)C)C(C)C, CC(C)O, Cl. The product is CON1C2CCC1CC(=O)C2. RXN SMILES: [C:5]1(=[O:12])[CH:6]=[CH:7][CH2:8][CH2:9][CH:10]=[CH:11]1.[CH3:2][O:3][NH2:4].[CH:13]([N:14]([CH2:15][CH3:16])[CH:17]([CH3:18])[CH3:19])([CH3:20])[CH3:21].[CH:22]([OH:23])([CH3:24])[CH3:25].[ClH:1]>>[CH3:2][O:3][N:4]1[CH:7]2[CH2:6][C:5](=[O:12])[CH2:11][CH:10]1[CH2:9][CH2:8]2.